Dataset: the Open Reaction Database (ORD), a public repository of structured organic reaction records. Task: describe an organic reaction: reactants, conditions, products, and yield The reactants are Clc1ccc(-c2cc3c4c(c2)C2CNCCC2N4CC3)c(Cl)c1, O=C(CCCCl)c1ccc(F)cc1, [K+], [K+], O=C([O-])[O-]. Product: O=C(CCCN1CCC2C(C1)c1cc(-c3ccc(Cl)cc3Cl)cc3c1N2CC3)c1ccc(F)cc1. As a reaction SMILES: [Cl:1][c:2]1[c:3](-[c:9]2[cH:10][c:11]3[c:15]4[c:16]([cH:17]2)[CH2:18][CH2:19][N:14]4[CH:13]2[CH:12]3[CH2:23][NH:22][CH2:21][CH2:20]2)[cH:4][cH:5][c:6]([Cl:8])[cH:7]1.[Cl:24][CH2:25][CH2:26][CH2:27][C:28](=[O:29])[c:30]1[cH:31][cH:32][c:33]([F:36])[cH:34][cH:35]1.[K+:37].[K+:38].[O-:39][C:40]([O-:41])=[O:42]>>[Cl:1][c:2]1[c:3](-[c:9]2[cH:10][c:11]3[c:15]4[c:16]([cH:17]2)[CH2:18][CH2:19][N:14]4[CH:13]2[CH:12]3[CH2:23][N:22]([CH2:25][CH2:26][CH2:27][C:28](=[O:29])[c:30]3[cH:31][cH:32][c:33]([F:36])[cH:34][cH:35]3)[CH2:21][CH2:20]2)[cH:4][cH:5][c:6]([Cl:8])[cH:7]1. The reactants are O=C(c1ncc[nH]1)c1ncc[nH]1, C1CCC2=NCCCN2CC1, C1CCOC1, COC(=O)C(Cc1ccc(-c2ccccc2C(=O)O)cc1)NC(=O)c1c(Cl)cccc1Cl, CS(N)(=O)=O, CCOC(C)=O. Yields the product COC(=O)C(Cc1ccc(-c2ccccc2C(=O)NS(C)(=O)=O)cc1)NC(=O)c1c(Cl)cccc1Cl. RXN SMILES: [C:33]([c:34]1[nH:35][cH:36][cH:37][n:38]1)([c:39]1[nH:40][cH:41][cH:42][n:43]1)=[O:44].[CH2:50]1[CH2:51][CH2:52][C:53]2=[N:58][CH2:57][CH2:56][CH2:55][N:54]2[CH2:59][CH2:60]1.[CH2:61]1[O:62][CH2:63][CH2:64][CH2:65]1.[CH3:1][O:2][C:3]([CH:4]([NH:5][C:6]([c:7]1[c:8]([Cl:14])[cH:9][cH:10][cH:11][c:12]1[Cl:13])=[O:15])[CH2:16][c:17]1[cH:18][cH:19][c:20](-[c:23]2[c:24]([C:29](=[O:30])[OH:31])[cH:25][cH:26][cH:27][cH:28]2)[cH:21][cH:22]1)=[O:32].[CH3:45][S:46](=[O:47])(=[O:48])[NH2:49].[CH3:66][CH2:67][O:68][C:69]([CH3:70])=[O:71]>>[CH3:1][O:2][C:3]([CH:4]([NH:5][C:6]([c:7]1[c:8]([Cl:14])[cH:9][cH:10][cH:11][c:12]1[Cl:13])=[O:15])[CH2:16][c:17]1[cH:18][cH:19][c:20](-[c:23]2[c:24]([C:29](=[O:30])[NH:49][S:46]([CH3:45])(=[O:47])=[O:48])[cH:25][cH:26][cH:27][cH:28]2)[cH:21][cH:22]1)=[O:32]. Starting materials: CCCCC(C)(C)C=CC(OC1CCCCO1)C1C(C)CC(=O)C1CC=CCCCC(=O)OC, CO, Cc1ccc(S(=O)(=O)[O-])cc1, c1cc[nH+]cc1. Reaction SMILES: [CH3:1][O:2][C:3]([CH2:4][CH2:5][CH2:6][CH:7]=[CH:8][CH2:9][CH:10]1[C:11](=[O:33])[CH2:12][CH:13]([CH3:32])[CH:14]1[CH:15]([CH:16]=[CH:17][C:18]([CH2:19][CH2:20][CH2:21][CH3:22])([CH3:23])[CH3:24])[O:25][CH:26]1[CH2:27][CH2:28][CH2:29][CH2:30][O:31]1)=[O:34].[CH3:52][OH:53].[c:35]1([CH3:36])[cH:37][cH:38][c:39]([S:40]([O-:41])(=[O:42])=[O:43])[cH:44][cH:45]1.[nH+:46]1[cH:47][cH:48][cH:49][cH:50][cH:51]1>>[CH3:1][O:2][C:3]([CH2:4][CH2:5][CH2:6][CH:7]=[CH:8][CH2:9][CH:10]1[C:11](=[O:33])[CH2:12][CH:13]([CH3:32])[CH:14]1[CH:15]([CH:16]=[CH:17][C:18]([CH2:19][CH2:20][CH2:21][CH3:22])([CH3:23])[CH3:24])[OH:25])=[O:34]. Yields the product CCCCC(C)(C)C=CC(O)C1C(C)CC(=O)C1CC=CCCCC(=O)OC. Starting materials: CCCCCCC (Heptane), OS(=O)(=O)C(F)(F)F (triflic acid), C=1(C(=CC=CC1)S(=O)(=O)OC[C@@H](CC(OCC)OCC)COC(CCCCCCCCCCCCCCCCC)=O)C ((2S)-4,4-Diethoxy-2-stearoyloxymethyl-butyl toluenesulfonate). Run in O (water), C(C)#N (acetonitrile), C(C)#N (acetonitrile). Conditions: temperature 37 celsius, time 1 hour. The product is C(CCCCCCCCCCCCCCCCC)(=O)OC[C@H](CC=O)COS(=O)(=O)C=1C(=CC=CC1)C ((3S)-3-stearoyloxymethyl-4-toluenesulfonyloxy-butyraldehyde). RXN SMILES: [C:1]1([CH3:42])[C:2]([S:7]([O:10][CH2:11][C@H:12]([CH2:21][O:22][C:23](=[O:41])[CH2:24][CH2:25][CH2:26][CH2:27][CH2:28][CH2:29][CH2:30][CH2:31][CH2:32][CH2:33][CH2:34][CH2:35][CH2:36][CH2:37][CH2:38][CH2:39][CH3:40])[CH2:13][CH:14](OCC)[O:15]CC)(=[O:9])=[O:8])=[CH:3][CH:4]=[CH:5][CH:6]=1.OS(C(F)(F)F)(=O)=O.CCCCCCC>C(#N)C.O>[C:23]([O:22][CH2:21][C@@H:12]([CH2:11][O:10][S:7]([C:2]1[C:1]([CH3:42])=[CH:6][CH:5]=[CH:4][CH:3]=1)(=[O:9])=[O:8])[CH2:13][CH:14]=[O:15])(=[O:41])[CH2:24][CH2:25][CH2:26][CH2:27][CH2:28][CH2:29][CH2:30][CH2:31][CH2:32][CH2:33][CH2:34][CH2:35][CH2:36][CH2:37][CH2:38][CH2:39][CH3:40]. Procedure details: A suspension of the product of Example 61 c) (4573 g, 7.47 mol) in acetonitrile (4 L) was added to a 50 L reactor equipped with a thermocouple and nitrogen inlet. An additional 13 L of acetonitrile was added and the suspension was heated to 37° C. with steam. A solution of triflic acid (1253 mL, 14.16 mol) in water (7.6 L) was added over 20 minutes. Then the mixture was stirred at 39–42° C. for 1 hour. The reaction mixture was quenched by adding it to 20 L of 23% aqueous sodium bicarbonate solut... Starting materials: COC1=CC=C(C(=O)NC=2C(=CC=CC2)NC(=O)C2CCNCC2)C=C1 (N1-(4-methoxybenzoyl)-N2-(piperidin-4-ylcarbonyl)-1,2-benzenediamine), IC1=CC=C(C=O)C=C1 (4-iodobenzaldehyde). Reaction SMILES: [CH3:1][O:2][C:3]1[CH:26]=[CH:25][C:6]([C:7]([NH:9][C:10]2[C:11]([NH:16][C:17]([CH:19]3[CH2:24][CH2:23][NH:22][CH2:21][CH2:20]3)=[O:18])=[CH:12][CH:13]=[CH:14][CH:15]=2)=[O:8])=[CH:5][CH:4]=1.[I:27][C:28]1[CH:35]=[CH:34][C:31]([CH:32]=O)=[CH:30][CH:29]=1>>[CH3:1][O:2][C:3]1[CH:4]=[CH:5][C:6]([C:7]([NH:9][C:10]2[C:11]([NH:16][C:17]([CH:19]3[CH2:20][CH2:21][N:22]([CH2:32][C:31]4[CH:34]=[CH:35][C:28]([I:27])=[CH:29][CH:30]=4)[CH2:23][CH2:24]3)=[O:18])=[CH:12][CH:13]=[CH:14][CH:15]=2)=[O:8])=[CH:25][CH:26]=1. Product: COC1=CC=C(C(=O)NC=2C(=CC=CC2)NC(=O)C2CCN(CC2)CC2=CC=C(C=C2)I)C=C1 (N1-(4-Methoxybenzoyl)-N2-[1-(4-iodobenzyl)piperidin-4-ylcarbonyl]-1,2-benzenediamine). Procedure details: Using the general procedure described in Example 3, N1-(4-methoxybenzoyl)-N2-(piperidin-4-ylcarbonyl)-1,2-benzenediamine (0.070 mmol) was reacted with 4-iodobenzaldehyde to provide 28 mg of the title product as the free base. Treatment with hydrochloric acid and concentration in vacuo yielded the salt of the title compound. The reactants are CC1=CC=C(C=C1)S(=O)(=O)NC=1C=C(C=CC1)C1=NC=CC=2N1N=C(N2)NC(C)=O (N-[5-[3-[[(4-methylphenyl) sulfonyl]amino]phenyl][1,2,4]triazolo[1,5-c]pyrimidin-2-yl]acetamide), Cl (hydrochloric acid). Run in O1CCOCC1 (dioxane). Conditions: time 22 hour. Yields the product NC1=NN2C(=NC=CC2=N1)C=1C=C(C=CC1)NS(=O)(=O)C1=CC=C(C=C1)C (N-[3-(2-Amino[1,2,4]triazolo[1,5-c]pyrimidin-5yl) phenyl]-4-methylbenzenesulfonamide). As a reaction SMILES: [CH3:1][C:2]1[CH:7]=[CH:6][C:5]([S:8]([NH:11][C:12]2[CH:13]=[C:14]([C:18]3[N:23]4[N:24]=[C:25]([NH:27]C(=O)C)[N:26]=[C:22]4[CH:21]=[CH:20][N:19]=3)[CH:15]=[CH:16][CH:17]=2)(=[O:10])=[O:9])=[CH:4][CH:3]=1.Cl>O1CCOCC1>[NH2:27][C:25]1[N:26]=[C:22]2[N:23]([C:18]([C:14]3[CH:13]=[C:12]([NH:11][S:8]([C:5]4[CH:4]=[CH:3][C:2]([CH3:1])=[CH:7][CH:6]=4)(=[O:10])=[O:9])[CH:17]=[CH:16][CH:15]=3)=[N:19][CH:20]=[CH:21]2)[N:24]=1. Procedure: A 250 mg portion of N-[5-[3-[[(4-methylphenyl) sulfonyl]amino]phenyl][1,2,4]triazolo[1,5-c]pyrimidin-2-yl]acetamide was dissolved in 30 ml of dioxane. A 15 ml portion of 1N hydrochloric acid was added, the mixture was allowed to stand 22 hours, concentrated, neutralized with aqueous potassium bicarbonate and extracted with ethyl acetate. The organic extract was evaporated and the residue taken up in 1% methanol in chloroform and filtered through hydrous magnesium silicate. The filtrate was evapo... The reactants are [OH-].C(CCC)[N+](CCCC)(CCCC)CCCC (tetrabutylammonium hydroxide), C(#N)C1=CC=C(OCCCCCOC2=C(C=C(C(=O)OC)C=C2)OC)C=C1 (Methyl 4-[5-(4-cyanophenoxy)-pentoxy]-3-methoxybenzoate), Cl (hydrochloric acid). The solvent is O1CCCC1 (tetrahydrofuran). Conditions: temperature 30 celsius, time 8 hour. The product is C(#N)C1=CC=C(OCCCCCOC2=C(C=C(C(=O)O)C=C2)OC)C=C1 (4-[5-(4-cyanophenoxy)pentoxy]-3-methoxybenzoic acid). RXN SMILES: [C:1]([C:3]1[CH:27]=[CH:26][C:6]([O:7][CH2:8][CH2:9][CH2:10][CH2:11][CH2:12][O:13][C:14]2[CH:23]=[CH:22][C:17]([C:18]([O:20]C)=[O:19])=[CH:16][C:15]=2[O:24][CH3:25])=[CH:5][CH:4]=1)#[N:2].[OH-].C([N+](CCCC)(CCCC)CCCC)CCC.Cl>O1CCCC1>[C:1]([C:3]1[CH:4]=[CH:5][C:6]([O:7][CH2:8][CH2:9][CH2:10][CH2:11][CH2:12][O:13][C:14]2[CH:23]=[CH:22][C:17]([C:18]([OH:20])=[O:19])=[CH:16][C:15]=2[O:24][CH3:25])=[CH:26][CH:27]=1)#[N:2] |f:1.2|. Procedure details: Methyl 4-[5-(4-cyanophenoxy)-pentoxy]-3-methoxybenzoate (3600 g, 9.74 mol) is dissolved in tetrahydrofuran (36 L) with warming to 30° C. The solution is then cooled to 20° C. and a solution of tetrabutylammonium hydroxide (40% in water, 7.1 L, 1.64 m) is added over 20 minutes. The reaction mixture is then stirred at an internal temperature of 25° C. for 7 hours and overnight at room temperature (23° C.). After cooling to 10° C. with an ice bath, hydrochloric acid (1.0N, 14.4 L) is added over 1 h...